Dataset: the Open Reaction Database (ORD), a public repository of structured organic reaction records. Task: describe an organic reaction: reactants, conditions, products, and yield The reactants are CN(CCCOc1cc(F)c(-c2c(O)nc(-c3cnccn3)nc2C2CCCCCC2)c(F)c1)C(=O)OC(C)(C)C, O=P(Cl)(Cl)Cl, Cc1cccc(C)n1. Product: CN(CCCOc1cc(F)c(-c2c(Cl)nc(-c3cnccn3)nc2C2CCCCCC2)c(F)c1)C(=O)OC(C)(C)C. Reaction SMILES: [CH:1]1([c:8]2[n:9][c:10](-[c:36]3[n:37][cH:38][cH:39][n:40][cH:41]3)[n:11][c:12]([OH:35])[c:13]2-[c:14]2[c:15]([F:34])[cH:16][c:17]([O:18][CH2:19][CH2:20][CH2:21][N:22]([C:23]([O:24][C:25]([CH3:26])([CH3:27])[CH3:28])=[O:29])[CH3:30])[cH:31][c:32]2[F:33])[CH2:2][CH2:3][CH2:4][CH2:5][CH2:6][CH2:7]1.[P:42]([Cl:43])([Cl:44])([Cl:45])=[O:46].[n:47]1[c:48]([CH3:49])[cH:50][cH:51][cH:52][c:53]1[CH3:54]>>[CH:1]1([c:8]2[n:9][c:10](-[c:36]3[n:37][cH:38][cH:39][n:40][cH:41]3)[n:11][c:12]([Cl:44])[c:13]2-[c:14]2[c:15]([F:34])[cH:16][c:17]([O:18][CH2:19][CH2:20][CH2:21][N:22]([C:23]([O:24][C:25]([CH3:26])([CH3:27])[CH3:28])=[O:29])[CH3:30])[cH:31][c:32]2[F:33])[CH2:2][CH2:3][CH2:4][CH2:5][CH2:6][CH2:7]1. Reactants: CC(CCCCCC)(C)C1=CC(=C(C=C1)C=1CNCCC1)O (3-[4-(1,1-dimethylheptyl)-2-hydroxyphenyl]-1,2,5,6-tetrahydropyridine), [H][H] (hydrogen), C(C)O (ethanol). The reagents and catalysts are [Pd] (palladium-on-carbon). Solvent: C(C)(=O)OCC (ethyl acetate). Yields the product CC(CCCCCC)(C)C1=CC(=C(C=C1)C1CNCCC1)O (3-[4-(1,1-Dimethylheptyl)-2-hydroxyphenyl]piperidine). Isolated yield 62.0%. RXN SMILES: [CH3:1][C:2]([C:10]1[CH:15]=[CH:14][C:13]([C:16]2[CH2:17][NH:18][CH2:19][CH2:20][CH:21]=2)=[C:12]([OH:22])[CH:11]=1)([CH3:9])[CH2:3][CH2:4][CH2:5][CH2:6][CH2:7][CH3:8].C(O)C.[H][H]>[Pd].C(OCC)(=O)C>[CH3:9][C:2]([C:10]1[CH:15]=[CH:14][C:13]([CH:16]2[CH2:21][CH2:20][CH2:19][NH:18][CH2:17]2)=[C:12]([OH:22])[CH:11]=1)([CH3:1])[CH2:3][CH2:4][CH2:5][CH2:6][CH2:7][CH3:8]. Procedure: A mixture of 7.4 g. (24.5 mmoles) of 3-[4-(1,1-dimethylheptyl)-2-hydroxyphenyl]-1,2,5,6-tetrahydropyridine and 2.0 g. of 10% palladium-on-carbon in 150 ml. of ethanol and 75 ml. of ethyl acetate is stirred under one atmosphere of hydrogen for 2.5 hours. The reaction is filtered through diatomaceous earth and evaporated. Crystallization of the residue from ether-pentane gave 4.6 g. (62%) of the title compound.